From a dataset of the Open Reaction Database (ORD), a public repository of structured organic reaction records. describe an organic reaction: reactants, conditions, products, and yield The reactants are BrC1=C(C=C(C=O)C=C1)C (4-bromo-3-methylbenzaldehyde), Cl.NO (hydroxylamine hydrochloride). Run in CO (methanol). Yields the product BrC1=C(C=C(C=NO)C=C1)C (4-Bromo-3-methylbenzaldehyde oxime). Yield: 64.7%. RXN SMILES: [Br:1][C:2]1[CH:9]=[CH:8][C:5]([CH:6]=O)=[CH:4][C:3]=1[CH3:10].Cl.[NH2:12][OH:13]>CO>[Br:1][C:2]1[CH:9]=[CH:8][C:5]([CH:6]=[N:12][OH:13])=[CH:4][C:3]=1[CH3:10] |f:1.2|. Reported procedure: A solution of 4-bromo-3-methylbenzaldehyde (D80) (1 g; 0.005 mol) in methanol (20 ml) was treated with hydroxylamine hydrochloride (700 mg, 0.01 mol) and the mixture stood at room temperature over a weekend. The solvent was evaporated under reduced pressure and the residual solid was partitioned between saturated K2CO3 solution and ethyl acetate. The organic phase was dried (Na2SO4), concentrated in vacuo and the residue purified by chromatography on silica gel eluting with 60-80 petroleum-ether... Starting materials: C([O-])([O-])=O.[K+].[K+] (potassium carbonate), COC=1C=C(OCCN)C=C(C1)OC (2-(3,5-dimethoxyphenoxy)ethylamine), C(C#C)OC=1C=CC(=C2CCC(NC12)=O)OCC(CCl)O (8-(2-propynyloxy)-5-(3-chloro-2-hydroxypropoxy)-3,4-dihydrocarbostyril). Run in CO (methanol). Run at time 8 hour. Product: Cl.C(C#C)OC=1C=CC(=C2CCC(NC12)=O)OCC(CNCCOC1=CC(=CC(=C1)OC)OC)O (8-(2-propynyloxy)-5{3-[2-(3,5-dimethoxyphenoxy)ethylamino]-2-hydroxypropoxy}-3,4-dihydrocarbostyril hydrochloride). The yield is 24.4%. Reaction SMILES: [CH2:1]([O:4][C:5]1[CH:6]=[CH:7][C:8]([O:16][CH2:17][CH:18]([OH:21])[CH2:19][Cl:20])=[C:9]2[C:14]=1[NH:13][C:12](=[O:15])[CH2:11][CH2:10]2)[C:2]#[CH:3].C(=O)([O-])[O-].[K+].[K+].[CH3:28][O:29][C:30]1[CH:31]=[C:32]([CH:37]=[C:38]([O:40][CH3:41])[CH:39]=1)[O:33][CH2:34][CH2:35][NH2:36]>CO>[ClH:20].[CH2:1]([O:4][C:5]1[CH:6]=[CH:7][C:8]([O:16][CH2:17][CH:18]([OH:21])[CH2:19][NH:36][CH2:35][CH2:34][O:33][C:32]2[CH:37]=[C:38]([O:40][CH3:41])[CH:39]=[C:30]([O:29][CH3:28])[CH:31]=2)=[C:9]2[C:14]=1[NH:13][C:12](=[O:15])[CH2:11][CH2:10]2)[C:2]#[CH:3] |f:1.2.3,6.7|. Procedure details: 1.0 g of 8-(2-propynyloxy)-5-(3-chloro-2-hydroxypropoxy)-3,4-dihydrocarbostyril was dissolved in 30 ml of methanol. 0.5 g of anhydrous potassium carbonate and 1.4 g of 2-(3,5-dimethoxyphenoxy)ethylamine were added to the solution, and the resulting mixture was refluxed while stirring for 8 hours. The methanol was evaporated under reduced pressure, and the residue was rendered acidic with hydrochloric acid followed by washing with ethyl acetate. The hydrochloric acid layer was separated, extracte... The reactants are CO, O=C(CNC(=O)c1cccc(C(F)(F)F)c1)NC1CCN(C2CCN(c3ccc(C(=O)OCc4ccccc4)cc3)CC2)C1, [H][H], [Pd]. Yields the product O=C(CNC(=O)c1cccc(C(F)(F)F)c1)NC1CCN(C2CCN(c3ccc(C(=O)O)cc3)CC2)C1. Reaction SMILES: [CH3:47][OH:48].[F:1][C:2]([c:3]1[cH:4][c:5]([C:6](=[O:7])[NH:8][CH2:9][C:10](=[O:11])[NH:12][CH:13]2[CH2:14][N:15]([CH:18]3[CH2:19][CH2:20][N:21]([c:24]4[cH:25][cH:26][c:27]([C:28](=[O:29])[O:30][CH2:31][c:32]5[cH:33][cH:34][cH:35][cH:36][cH:37]5)[cH:38][cH:39]4)[CH2:22][CH2:23]3)[CH2:16][CH2:17]2)[cH:40][cH:41][cH:42]1)([F:43])[F:44].[H:45][H:46].[Pd:49]>>[F:1][C:2]([c:3]1[cH:4][c:5]([C:6](=[O:7])[NH:8][CH2:9][C:10](=[O:11])[NH:12][CH:13]2[CH2:14][N:15]([CH:18]3[CH2:19][CH2:20][N:21]([c:24]4[cH:25][cH:26][c:27]([C:28](=[O:29])[OH:30])[cH:38][cH:39]4)[CH2:22][CH2:23]3)[CH2:16][CH2:17]2)[cH:40][cH:41][cH:42]1)([F:43])[F:44]. The reactants are ClC1=NC=C(C=C1)CCl (2-chloro-5-(chloromethyl)pyridine), CNC1CCCCC1 (N-methylcyclohexylamine), C([O-])([O-])=O.[K+].[K+] (potassium carbonate). Solvent: C(C)#N (acetonitrile). Reaction conditions: temperature 80 celsius. Product: ClC1=CC=C(C=N1)CN(C)C1CCCCC1 ((6-Chloro-pyridin-3-ylmethyl)-cyclohexyl-methyl-amine). Yield: 95.2%. Reaction SMILES: [Cl:1][C:2]1[CH:7]=[CH:6][C:5]([CH2:8]Cl)=[CH:4][N:3]=1.[CH3:10][NH:11][CH:12]1[CH2:17][CH2:16][CH2:15][CH2:14][CH2:13]1.C(=O)([O-])[O-].[K+].[K+]>C(#N)C>[Cl:1][C:2]1[N:3]=[CH:4][C:5]([CH2:8][N:11]([CH:12]2[CH2:17][CH2:16][CH2:15][CH2:14][CH2:13]2)[CH3:10])=[CH:6][CH:7]=1 |f:2.3.4|. Procedure details: To a solution of 2-chloro-5-(chloromethyl)pyridine (500 mg, 3.08 mmole) in 8 mL of dry acetonitrile is 384 mg (3.39 mmol) of N-methylcyclohexylamine followed by 468 mg (3.39 mmol) of potassium carbonate. The reaction is heated at 80° C. for 20 h. After cooling, the reaction mixture is quenched with 5 mL of water, extracted three-times with methylene chloride, and dried over sodium sulfate. Concentration of the solvent provided an oil which was purified by silica gel chromatography to provide 700... Starting materials: COC=1C=C(C=C(C1C(C)C)OC)C=C ((3,5-dimethoxy-4-i-propylphenyl)ethene), BrC1=C(C=C(C=C1)F)F (1-bromo-2,4-diflurobenzene), dihydrogen, C(=O)([O-])[O-].[K+].[K+] (K2CO3), O (water). The reagents and catalysts are [N+](CCCC)(CCCC)(CCCC)CCCC.[I-] (Bu4NI). The solvent is CN(C)C=O (DMF). Reaction conditions: temperature 140 celsius. The product is FC1=C(C=CC(=C1)F)C=CC1=CC(=C(C(=C1)OC)C(C)C)OC (1-(2,4-difluorophenyl)-2-(3,5-dimethoxy-4-i-propylphenyl)ethene). Reaction SMILES: [CH3:1][O:2][C:3]1[CH:4]=[C:5]([CH:14]=[CH2:15])[CH:6]=[C:7]([O:12][CH3:13])[C:8]=1[CH:9]([CH3:11])[CH3:10].Br[C:17]1[CH:22]=[CH:21][C:20]([F:23])=[CH:19][C:18]=1[F:24].C([O-])([O-])=O.[K+].[K+].O>[N+](CCCC)(CCCC)(CCCC)CCCC.[I-].CN(C=O)C>[F:23][C:20]1[CH:19]=[C:18]([F:24])[CH:17]=[CH:22][C:21]=1[CH:15]=[CH:14][C:5]1[CH:6]=[C:7]([O:12][CH3:13])[C:8]([CH:9]([CH3:11])[CH3:10])=[C:3]([O:2][CH3:1])[CH:4]=1 |f:2.3.4,6.7|. Procedure details: A mixture of (3,5-dimethoxy-4-i-propylphenyl)ethene (0.649 g, 3.15 mmol), 1-bromo-2,4-diflurobenzene (1.23 g, 6.37 mmol), dihydrogen di-μ-chlorotetrkis(di-tert-butylphosphinito-κP)dipalladate (0.1409 g, 0.151 mmol), Bu4NI (0.582 g, 1.58 mmol) and K2CO3 (1.45 g, 10.5 mmol) in DMF (10 mL) was heated at 140° C. under argon. After the reaction was complete (6 h), the reaction mixture was poured into water (10 ml). The aqueous was acidified with 2NHCl and extracted with ether (2×50 mL). The extract w...